From a dataset of the Open Reaction Database (ORD), a public repository of structured organic reaction records. describe an organic reaction: reactants, conditions, products, and yield Reactants: Cc1cc(Cl)ccc1OCC(=O)N1Cc2ccc(C(=O)C(Cl)(Cl)Cl)n2Cc2ccccc21, O=C(NCc1cccnc1)c1ccc2n1Cc1ccccc1N(C(=O)COc1ccc(Cl)cc1)C2, NCc1cccnc1. Product: Cc1cc(Cl)ccc1OCC(=O)N1Cc2ccc(C(=O)NCc3cccnc3)n2Cc2ccccc21. Reaction SMILES: [Cl:1][C:2]([C:3](=[O:4])[c:5]1[cH:6][cH:7][c:8]2[n:14]1[CH2:13][c:12]1[c:11]([cH:18][cH:17][cH:16][cH:15]1)[N:10]([C:19]([CH2:20][O:21][c:22]1[c:23]([CH3:29])[cH:24][c:25]([Cl:28])[cH:26][cH:27]1)=[O:30])[CH2:9]2)([Cl:31])[Cl:32].[Cl:41][c:42]1[cH:43][cH:44][c:45]([O:46][CH2:47][C:48]([N:49]2[c:50]3[cH:51][cH:52][cH:53][cH:54][c:55]3[CH2:56][n:57]3[c:58]([C:59]([NH:60][CH2:61][c:62]4[cH:63][n:64][cH:65][cH:66][cH:67]4)=[O:68])[cH:69][cH:70][c:71]3[CH2:72]2)=[O:73])[cH:74][cH:75]1.[NH2:33][CH2:34][c:35]1[cH:36][n:37][cH:38][cH:39][cH:40]1>>[C:3](=[O:4])([c:5]1[cH:6][cH:7][c:8]2[n:14]1[CH2:13][c:12]1[c:11]([cH:18][cH:17][cH:16][cH:15]1)[N:10]([C:19]([CH2:20][O:21][c:22]1[c:23]([CH3:29])[cH:24][c:25]([Cl:28])[cH:26][cH:27]1)=[O:30])[CH2:9]2)[NH:33][CH2:34][c:35]1[cH:36][n:37][cH:38][cH:39][cH:40]1. The reactants are CCOC(C)=O, CCN(C(C)C)C(C)C, Clc1cc(I)cc(Cl)n1, Cl, FC1(F)CNC1, C1CCOC1. The product is FC1(F)CN(c2cc(I)cc(Cl)n2)C1. Reaction SMILES: [CH3:31][CH2:32][O:33][C:34](=[O:35])[CH3:36].[CH:17]([N:18]([CH:19]([CH3:20])[CH3:21])[CH2:22][CH3:23])([CH3:24])[CH3:25].[Cl:1][c:2]1[n:3][c:4]([Cl:9])[cH:5][c:6]([I:8])[cH:7]1.[ClH:10].[F:11][C:12]1([F:16])[CH2:13][NH:14][CH2:15]1.[O:26]1[CH2:27][CH2:28][CH2:29][CH2:30]1>>[c:2]1([N:14]2[CH2:13][C:12]([F:11])([F:16])[CH2:15]2)[n:3][c:4]([Cl:9])[cH:5][c:6]([I:8])[cH:7]1. The reactants are C(C)OC(=O)C1(CCN(CC1)C(=O)OC(C)(C)C)F (4-Fluoro-piperidine-1,4-dicarboxylic acid 1-tert-butyl ester 4-ethyl ester), N (NH3). The solvent is CO (MeOH). Reaction conditions: time 12 hour. Product: C(C)(C)(C)OC(=O)N1CCC(CC1)(F)C(N)=O (4-carbamoyl-4-fluoro-piperidine-1-carboxylic acid tert-butyl ester). Reaction SMILES: C([O:3][C:4]([C:6]1([F:19])[CH2:11][CH2:10][N:9]([C:12]([O:14][C:15]([CH3:18])([CH3:17])[CH3:16])=[O:13])[CH2:8][CH2:7]1)=O)C.[NH3:20]>CO>[C:15]([O:14][C:12]([N:9]1[CH2:10][CH2:11][C:6]([C:4](=[O:3])[NH2:20])([F:19])[CH2:7][CH2:8]1)=[O:13])([CH3:18])([CH3:17])[CH3:16]. Reported procedure: 4-Fluoro-piperidine-1,4-dicarboxylic acid 1-tert-butyl ester 4-ethyl ester (1.8 mmol, 0.5 g) was taken in 7M NH3 in MeOH (5 mL) and stirred at room temperature for 12 h in a sealed vial. All volatiles were removed under reduced pressure to provide 4-carbamoyl-4-fluoro-piperidine-1-carboxylic acid tert-butyl ester as white solid.